This data is from the Open Reaction Database (ORD), a public repository of structured organic reaction records. The task is: describe an organic reaction: reactants, conditions, products, and yield Starting materials: CC(C)(C)N(C(=O)[O-])C1CCC(N2CCCCC2)CC1, CCOC(C)=O, CO, Cl. The product is NC1CCC(N2CCCCC2)CC1. As a reaction SMILES: [C:1]([N:5]([C:2](=[O:3])[O-:4])[CH:9]1[CH2:10][CH2:11][CH:12]([N:15]2[CH2:16][CH2:17][CH2:18][CH2:19][CH2:20]2)[CH2:13][CH2:14]1)([CH3:6])([CH3:7])[CH3:8].[C:21]([O:22][CH2:23][CH3:24])(=[O:25])[CH3:26].[CH3:28][OH:29].[ClH:27]>>[NH2:5][CH:9]1[CH2:10][CH2:11][CH:12]([N:15]2[CH2:16][CH2:17][CH2:18][CH2:19][CH2:20]2)[CH2:13][CH2:14]1. Reactants: CC(C)CC1(CC(=O)NOCc2ccccc2)CC(=O)N(CCc2ccccc2)C1=O, CCO, O=C[O-], [NH4+]. RXN SMILES: [CH2:1]([c:2]1[cH:3][cH:4][cH:5][cH:6][cH:7]1)[O:8][NH:9][C:10]([CH2:11][C:12]1([CH2:27][CH:28]([CH3:29])[CH3:30])[C:13](=[O:26])[N:14]([CH2:18][CH2:19][c:20]2[cH:21][cH:22][cH:23][cH:24][cH:25]2)[C:15](=[O:17])[CH2:16]1)=[O:31].[CH3:36][CH2:37][OH:38].[CH:32]([O-:33])=[O:34].[NH4+:35]>>[OH:8][NH:9][C:10]([CH2:11][C:12]1([CH2:27][CH:28]([CH3:29])[CH3:30])[C:13](=[O:26])[N:14]([CH2:18][CH2:19][c:20]2[cH:21][cH:22][cH:23][cH:24][cH:25]2)[C:15](=[O:17])[CH2:16]1)=[O:31]. Yields the product CC(C)CC1(CC(=O)NO)CC(=O)N(CCc2ccccc2)C1=O. The reactants are ON=C(N)C=1C=CC=2N(C1)C=CN2 (N′-hydroxyimidazo[1,2-a]pyridine-6-carboximidamide), FC1=NC=C(C(=O)O)C=C1 (6-fluoronicotinic acid), N (NH3). Yields the product FC1=CC=C(C=N1)C1=NC(=NO1)C=1C=CC=2N(C1)C=CN2 (5-(6-fluoropyridin-3-yl)-3-(imidazo[1,2-a]pyridin-6-yl)-1,2,4-oxadiazole). Reaction SMILES: [OH:1][N:2]=[C:3]([C:5]1[CH:6]=[CH:7][C:8]2[N:9]([CH:11]=[CH:12][N:13]=2)[CH:10]=1)[NH2:4].[F:14][C:15]1[CH:23]=[CH:22][C:18]([C:19](O)=O)=[CH:17][N:16]=1.N>>[F:14][C:15]1[N:16]=[CH:17][C:18]([C:19]2[O:1][N:2]=[C:3]([C:5]3[CH:6]=[CH:7][C:8]4[N:9]([CH:11]=[CH:12][N:13]=4)[CH:10]=3)[N:4]=2)=[CH:22][CH:23]=1. Procedure: The title compound was prepared according to Method C using N′-hydroxyimidazo[1,2-a]pyridine-6-carboximidamide (Bionet) and 6-fluoronicotinic acid (Frontier). 1H NMR (300 MHz, DMSO-d6) δ 7.55 (ddd, J=8.5, 2.7, 0.7 Hz, 1 H), 7.70 (d, J=1.4 Hz, 1 H), 7.73-7.86 (m, 2 H), 8.20 (s, 1 H), 8.75 (ddd, J=8.1, 2.5 Hz, 1 H), 9.08 (dt, J=1.7, 0.8 Hz, 1 H), 9.46 (dd, J=1.7, 1.0 Hz, 1 H) ppm; MS (DCI/NH3) m/z 282 (M+H)+.